Dataset: the Open Reaction Database (ORD), a public repository of structured organic reaction records. Task: describe an organic reaction: reactants, conditions, products, and yield Reactants: [OH-].[K+] (potassium hydroxide), C(C1=CC=CC=C1)N1CCN(CC1)CCCN (3-(4-benzyl-1-piperazinyl)propylamine), CO (methanol), C(=S)=S (carbon disulfide). Conditions: time 4 hour. Yields the product C(C1=CC=CC=C1)N1CCN(CC1)CCCNC(SC)=S (methyl N-[3-(4-benzyl-1-piperazinyl)propyl]dithiocarbamate). As a reaction SMILES: [OH-].[K+].[CH2:3]([N:10]1[CH2:15][CH2:14][N:13]([CH2:16][CH2:17][CH2:18][NH2:19])[CH2:12][CH2:11]1)[C:4]1[CH:9]=[CH:8][CH:7]=[CH:6][CH:5]=1.[C:20](=[S:22])=[S:21].[CH3:23]O>>[CH2:3]([N:10]1[CH2:11][CH2:12][N:13]([CH2:16][CH2:17][CH2:18][NH:19][C:20](=[S:22])[S:21][CH3:23])[CH2:14][CH2:15]1)[C:4]1[CH:5]=[CH:6][CH:7]=[CH:8][CH:9]=1 |f:0.1|. Procedure: To a solution of potassium hydroxide (1.3 g) in methanol (9 ml) was added 3-(4-benzyl-1-piperazinyl)propylamine (4.9 g) and thereto was added carbon disulfide (1.8 g) under ice cooling over a period of 10 minutes. The resulting mixture was stirred for 4 hours under ice cooling. The reaction mixture was evaporated under reduced pressure. The residual oil was dissolved in water (20 ml) and washed with diethyl ether. The washed aqueous layer was ice-cooled and thereto was added methyl iodide (3.0 g... Reactants: BrCCCCBr, CN(C)C=O, [Na], O, O=C1NS(=O)(=O)c2ccccc21. Yields the product O=C1c2ccccc2S(=O)(=O)N1CCCCBr. RXN SMILES: [Br:14][CH2:15][CH2:16][CH2:17][CH2:18][Br:19].[CH3:20][N:21]([CH3:22])[CH:23]=[O:24].[Na:13].[OH2:25].[S:1]1(=[O:2])(=[O:3])[NH:4][C:5](=[O:6])[c:7]2[cH:8][cH:9][cH:10][cH:11][c:12]21>>[S:1]1(=[O:2])(=[O:3])[N:4]([CH2:18][CH2:17][CH2:16][CH2:15][Br:14])[C:5](=[O:6])[c:7]2[cH:8][cH:9][cH:10][cH:11][c:12]21. Reactants: NC=1C(N(C(N(C1N)CCC)=O)CCC)=O (5,6-diamino-1,3-dipropyluracil), COC1=C(C(=C(C=CC(=O)O)C=C1)C)C (4-methoxy-2,3-dimethylcinnamic acid). The product is COC1=C(C(=C(/C=C/C2=NC=3N(C(N(C(C3N2)=O)CCC)=O)CCC)C=C1)C)C ((E)-8-(4-Methoxy-2,3-dimethylstyryl)-1,3-dipropylxanthine). Yield: 48.3%. Reaction SMILES: [NH2:1][C:2]1[C:3](=[O:16])[N:4]([CH2:13][CH2:14][CH3:15])[C:5](=[O:12])[N:6]([CH2:9][CH2:10][CH3:11])[C:7]=1[NH2:8].[CH3:17][O:18][C:19]1[CH:29]=[CH:28][C:22]([CH:23]=[CH:24][C:25](O)=O)=[C:21]([CH3:30])[C:20]=1[CH3:31]>>[CH3:17][O:18][C:19]1[CH:29]=[CH:28][C:22](/[CH:23]=[CH:24]/[C:25]2[NH:1][C:2]3[C:3](=[O:16])[N:4]([CH2:13][CH2:14][CH3:15])[C:5](=[O:12])[N:6]([CH2:9][CH2:10][CH3:11])[C:7]=3[N:8]=2)=[C:21]([CH3:30])[C:20]=1[CH3:31]. Reported procedure: Substantially the same procedure as in Reference Example 1 was repeated using 2.31 g (10.24 mmol) of 5,6-diamino-1,3-dipropyluracil and 2.42 g (15.4 mmol) of 4-methoxy-2,3-dimethylcinnamic acid. Then, the resultant crude crystals were recrystallized from dioxane/water to give 1.96 g (yield 48%) of Compound 12 as a white powder. Reactants: C(Cl)Cl (DCM), BrC1=CC(=C(N)C=C1)F (4-bromo-2-fluoroaniline), C1(=CC=CC=C1)C(C(=O)O)C(=O)O (2-phenylmalonic acid), O=P(Cl)(Cl)Cl (POCl3), ice, [NH4+].[OH-] (NH4OH), [Al] (aluminum). Run in ice. Conditions: time 5 minute. The product is BrC=1C=C2C(=C(C(=NC2=C(C1)F)Cl)C1=CC=CC=C1)Cl (6-Bromo-2,4-dichloro-8-fluoro-3-phenylquinoline). Reaction SMILES: [Br:1][C:2]1[CH:8]=[CH:7][C:5]([NH2:6])=[C:4]([F:9])[CH:3]=1.[C:10]1([CH:16]([C:20](O)=O)C(O)=O)[CH:15]=[CH:14][CH:13]=[CH:12][CH:11]=1.O=P(Cl)(Cl)[Cl:25].[Al].[NH4+].[OH-].[CH2:31]([Cl:33])Cl>>[Br:1][C:2]1[CH:8]=[C:7]2[C:5](=[C:4]([F:9])[CH:3]=1)[N:6]=[C:20]([Cl:25])[C:16]([C:10]1[CH:15]=[CH:14][CH:13]=[CH:12][CH:11]=1)=[C:31]2[Cl:33] |f:4.5|. Procedure details: A mixture of 4-bromo-2-fluoroaniline (6.53 g, 34.4 mmol), 2-phenylmalonic acid (7.43 g, 41.2 mmol), and POCl3 (31.9 mL, 344 mmol) was stirred at reflux (130° C. aluminum block temp) for 45 min. The resulting homogeneous dark solution was chilled on an ice bath, diluted with DCM (50 mL) and ice (100 mL), and stirred on the ice bath while 15 M NH4OH (30 mL) was added intermittently with swirling over ˜5 min (delayed exotherm). The aqueous layer was extracted with DCM (1×25 mL), and the combined or... Reactants: [Au], COCOc1cc(NC(=O)OC(C)(C)C)cc2ccccc12, C1CCOC1, CN(C)CCN(C)C, [Li]CCCC, CCCCCC, ClCCI, O. Product: COCOc1c(I)c(NC(=O)OC(C)(C)C)cc2ccccc12. As a reaction SMILES: [Au:52].[C:1]([CH3:2])([CH3:3])([CH3:4])[O:5][C:6](=[O:7])[NH:8][c:9]1[cH:10][c:11]2[cH:12][cH:13][cH:14][cH:15][c:16]2[c:17]([O:19][CH2:20][O:21][CH3:22])[cH:18]1.[CH2:40]1[O:41][CH2:42][CH2:43][CH2:44]1.[CH3:23][N:24]([CH3:25])[CH2:26][CH2:27][N:28]([CH3:29])[CH3:30].[CH3:31][CH2:32][CH2:33][CH2:34][Li:35].[CH3:45][CH2:46][CH2:47][CH2:48][CH2:49][CH3:50].[Cl:36][CH2:37][CH2:38][I:39].[OH2:51]>>[C:1]([CH3:2])([CH3:3])([CH3:4])[O:5][C:6](=[O:7])[NH:8][c:9]1[cH:10][c:11]2[cH:12][cH:13][cH:14][cH:15][c:16]2[c:17]([O:19][CH2:20][O:21][CH3:22])[c:18]1[I:39]. Reactants: FC(C1=CC=C(CP(OCC)(OCC)=O)C=C1)(F)F (diethyl 4-trifluoromethylbenzylphosphonate). The solvent is Cl (hydrochloric acid), CCO (EtOH). The product is FC(C1=CC=C(CP(O)(O)=O)C=C1)(F)F (4-Trifluoromethylbenzylphosphonic acid). Reaction SMILES: [F:1][C:2]([F:19])([F:18])[C:3]1[CH:17]=[CH:16][C:6]([CH2:7][P:8](=[O:15])([O:12]CC)[O:9]CC)=[CH:5][CH:4]=1>Cl.CCO>[F:19][C:2]([F:1])([F:18])[C:3]1[CH:17]=[CH:16][C:6]([CH2:7][P:8](=[O:9])([OH:12])[OH:15])=[CH:5][CH:4]=1. Procedure: The diethyl 4-trifluoromethylbenzylphosphonate (3.0 g, 10 mmol) was dissolved in a mixture of 50 mL of conc hydrochloric acid and 5 mL of EtOH and heated at reflux for 17 hours. After cooling the mixture in an ice bath, white crystalline material was collected. Recrystallization of the solid from H2O gave 1.80 g, 75% of the analytically pure product: mp=163°-164° C.; D.C.I.M.S.[MH+,241]. Reactants: Cc1csc(Nc2ncc(Br)cc2Oc2ccccc2)n1, CCN(C(C)C)C(C)C, O=C(C=Cc1ccccc1)C=Cc1ccccc1, O=C(C=Cc1ccccc1)C=Cc1ccccc1, C1COCCO1, O=C(C=Cc1ccccc1)C=Cc1ccccc1, [Pd], [Pd], COC(=O)CCS, CC1(C)c2cccc(P(c3ccccc3)c3ccccc3)c2Oc2c(P(c3ccccc3)c3ccccc3)cccc21. Yields the product COC(=O)CCSc1cnc(Nc2nc(C)cs2)c(Oc2ccccc2)c1. RXN SMILES: [Br:1][c:2]1[cH:3][c:4]([O:15][c:16]2[cH:17][cH:18][cH:19][cH:20][cH:21]2)[c:5]([NH:8][c:9]2[s:10][cH:11][c:12]([CH3:14])[n:13]2)[n:6][cH:7]1.[CH2:64]([N:65]([CH:66]([CH3:67])[CH3:68])[CH:69]([CH3:70])[CH3:71])[CH3:72].[O:100]=[C:101]([CH:102]=[CH:103][c:104]1[cH:105][cH:106][cH:107][cH:108][cH:109]1)[CH:110]=[CH:111][c:112]1[cH:113][cH:114][cH:115][cH:116][cH:117]1.[O:118]=[C:119]([CH:120]=[CH:121][c:122]1[cH:123][cH:124][cH:125][cH:126][cH:127]1)[CH:128]=[CH:129][c:130]1[cH:131][cH:132][cH:133][cH:134][cH:135]1.[O:136]1[CH2:137][CH2:138][O:139][CH2:140][CH2:141]1.[O:82]=[C:83]([CH:84]=[CH:85][c:86]1[cH:87][cH:88][cH:89][cH:90][cH:91]1)[CH:92]=[CH:93][c:94]1[cH:95][cH:96][cH:97][cH:98][cH:99]1.[Pd:80].[Pd:81].[SH:73][CH2:74][CH2:75][C:76](=[O:77])[O:78][CH3:79].[c:22]1([P:23]([c:24]2[cH:25][cH:26][cH:27][cH:28][cH:29]2)[c:30]2[c:31]3[c:55]([cH:56][cH:57][cH:58]2)[C:52]([CH3:53])([CH3:54])[c:34]2[c:33]([c:38]([P:39]([c:40]4[cH:41][cH:42][cH:43][cH:44][cH:45]4)[c:46]4[cH:47][cH:48][cH:49][cH:50][cH:51]4)[cH:37][cH:36][cH:35]2)[O:32]3)[cH:59][cH:60][cH:61][cH:62][cH:63]1>>[c:2]1([S:73][CH2:74][CH2:75][C:76](=[O:77])[O:78][CH3:79])[cH:3][c:4]([O:15][c:16]2[cH:17][cH:18][cH:19][cH:20][cH:21]2)[c:5]([NH:8][c:9]2[s:10][cH:11][c:12]([CH3:14])[n:13]2)[n:6][cH:7]1. Starting materials: Oc1ccc2nc(Cl)n(Cc3ccccc3)c2c1, CN1CCCC1=O, COc1ccc(N)cc1OC, O. Yields the product COc1ccc(Nc2nc3ccc(O)cc3n2Cc2ccccc2)cc1OC. Reaction SMILES: [CH2:1]([c:2]1[cH:3][cH:4][cH:5][cH:6][cH:7]1)[n:8]1[c:9]([Cl:18])[n:10][c:11]2[c:12]1[cH:13][c:14]([OH:17])[cH:15][cH:16]2.[CH3:31][N:32]1[CH2:33][CH2:34][CH2:35][C:36]1=[O:37].[NH2:19][c:20]1[cH:21][c:22]([O:28][CH3:29])[c:23]([O:26][CH3:27])[cH:24][cH:25]1.[OH2:30]>>[CH2:1]([c:2]1[cH:3][cH:4][cH:5][cH:6][cH:7]1)[n:8]1[c:9]([NH:19][c:20]2[cH:21][c:22]([O:28][CH3:29])[c:23]([O:26][CH3:27])[cH:24][cH:25]2)[n:10][c:11]2[c:12]1[cH:13][c:14]([OH:17])[cH:15][cH:16]2. Reactants: C(C)(=O)C1=NC=CC=C1 (2-acetylpyridine), CC1=C(C(=C(C(=C1C)N)C)C)N (2,3,5,6-tetramethyl-benzene-1,4-diamine). The reagents and catalysts are C(=O)O (formic acid). The solvent is C1(=CC=CC=C1)C (toluene). Reaction conditions: temperature 50 celsius. Product: CC1=C(C(=C(C(=C1C)N)C)C)N=C(C)C1=NC=CC=C1 (2,3,5,6-tetramethyl-N-(1-pyridin-2-ylethylidene)-benzene-1,4-diamine). The yield is 445.9%. Reaction SMILES: [C:1]([C:4]1[CH:9]=[CH:8][CH:7]=[CH:6][N:5]=1)(=O)[CH3:2].[CH3:10][C:11]1[C:16]([CH3:17])=[C:15]([NH2:18])[C:14]([CH3:19])=[C:13]([CH3:20])[C:12]=1[NH2:21]>C1(C)C=CC=CC=1.C(O)=O>[CH3:17][C:16]1[C:11]([CH3:10])=[C:12]([NH2:21])[C:13]([CH3:20])=[C:14]([CH3:19])[C:15]=1[N:18]=[C:1]([C:4]1[CH:9]=[CH:8][CH:7]=[CH:6][N:5]=1)[CH3:2]. Procedure: To a mixture of 2-acetylpyridine (0.30 ml, 0.26 mmol) and 2,3,5,6-tetramethyl-benzene-1,4-diamine (0.60 g, 0.37 mmol, 1.4 eq.) in toluene (2 ml) was added 2 drops of formic acid. The suspension was heated for three days at 50° C. The dark reddish suspension was cooled, filtered and the residue washed with cold toluene. The filtrate was evaporated, dissolved in chloroform (2 ml) and cooled to −78° C. for 0.5 hours before being filtered. Hexane was added to the filtrate and all volatiles were remo...